describe an organic reaction: reactants, conditions, products, and yield From a dataset of the Open Reaction Database (ORD), a public repository of structured organic reaction records. Reactants: O=C(OC1(CO)CC1)c1ccccc1, CS(=O)(=O)Cl, ClCCl. Product: CS(=O)(=O)OCC1(OC(=O)c2ccccc2)CC1. As a reaction SMILES: [C:1]([c:2]1[cH:3][cH:4][cH:5][cH:6][cH:7]1)(=[O:8])[O:9][C:10]1([CH2:13][OH:14])[CH2:11][CH2:12]1.[CH3:15][S:16]([Cl:17])(=[O:18])=[O:19].[Cl:20][CH2:21][Cl:22]>>[C:1]([c:2]1[cH:3][cH:4][cH:5][cH:6][cH:7]1)(=[O:8])[O:9][C:10]1([CH2:13][O:14][S:16]([CH3:15])(=[O:18])=[O:19])[CH2:11][CH2:12]1. Starting materials: CCc1c(OC)nc2nc(C#N)cn2c1C, CCO, Cl, [K+], NO, [OH-]. As a reaction SMILES: [CH2:1]([CH3:2])[c:3]1[c:4]([O:15][CH3:16])[n:5][c:6]2[n:7]([c:8]1[CH3:9])[cH:10][c:11]([C:13]#[N:14])[n:12]2.[CH3:22][CH2:23][OH:24].[ClH:17].[K+:21].[NH2:18][OH:19].[OH-:20]>>[CH2:1]([CH3:2])[c:3]1[c:4]([O:15][CH3:16])[n:5][c:6]2[n:7]([c:8]1[CH3:9])[cH:10][c:11]([C:13](=[NH:14])[NH:18][OH:19])[n:12]2. Yields the product CCc1c(OC)nc2nc(C(=N)NO)cn2c1C.